From a dataset of the Open Reaction Database (ORD), a public repository of structured organic reaction records. describe an organic reaction: reactants, conditions, products, and yield The reactants are C(C)(=O)OC(C)C (isopropyl acetate), C([O-])([O-])=O (carbonate), C1(=CC=C(C=C1)C[C@H](CC(C(=O)O)=C)NC(=O)OC(C)(C)C)C1=CC=CC=C1 ((R)-5-Biphenyl-4-yl-4-tert-butoxycarbonylamino-2-methylenepentanoic acid), C1(=CC=C(C=C1)C[C@H](CC(C(=O)O)=C)NC(=O)OC(C)(C)C)C1=CC=CC=C1 (2-a), C(C)I (Ethyl iodide). The solvent is O (Water), CN(C=O)C (Dimethylformamide). Conditions: time 16 hour. The product is C(C)OC(C(C[C@@H](CC1=CC=C(C=C1)C1=CC=CC=C1)NC(=O)OC(C)(C)C)=C)=O ((R)-5-biphenyl-4-yl-4-tert-butoxycarbonylamino-2-methylenepentanoic acid ethyl ester), C1(=CC=C(C=C1)C[C@H](CC(C(=O)O)=C)NC(=O)OC(C)(C)C)C1=CC=CC=C1 (2-a). RXN SMILES: [C:1]1([C:23]2[CH:28]=[CH:27][CH:26]=[CH:25][CH:24]=2)[CH:6]=[CH:5][C:4]([CH2:7][C@@H:8]([NH:15][C:16]([O:18][C:19]([CH3:22])([CH3:21])[CH3:20])=[O:17])[CH2:9][C:10](=[CH2:14])[C:11]([OH:13])=[O:12])=[CH:3][CH:2]=1.C(=O)([O-])[O-].[CH2:33](I)[CH3:34].C(OC(C)C)(=O)C>O.CN(C)C=O>[CH2:33]([O:12][C:11](=[O:13])[C:10](=[CH2:14])[CH2:9][C@H:8]([NH:15][C:16]([O:18][C:19]([CH3:22])([CH3:21])[CH3:20])=[O:17])[CH2:7][C:4]1[CH:3]=[CH:2][C:1]([C:23]2[CH:24]=[CH:25][CH:26]=[CH:27][CH:28]=2)=[CH:6][CH:5]=1)[CH3:34].[C:1]1([C:23]2[CH:24]=[CH:25][CH:26]=[CH:27][CH:28]=2)[CH:2]=[CH:3][C:4]([CH2:7][C@@H:8]([NH:15][C:16]([O:18][C:19]([CH3:22])([CH3:21])[CH3:20])=[O:17])[CH2:9][C:10](=[CH2:14])[C:11]([OH:13])=[O:12])=[CH:5][CH:6]=1. Reported procedure: 30 g (R)-5-Biphenyl-4-yl-4-tert-butoxycarbonylamino-2-methylenepentanoic acid (2-a, R1=Boc, R2=H, R3=CO2H), prepared according to Example 33 is added to 38.4 g caseium carbonate. Dimethylformamide (50 ml) is then added. Ethyl iodide (8.26 ml) is then added and the mixture is stirred for 16 h at room temperature. Water (1200 ml) and isopropyl acetate (120 ml) are added. The phases are separated. The aqueous phase is washed with isopropyl acetate (2×120 ml). The combined organic phases are washed ... Starting materials: Cn1nc(-c2ccc(C(F)(F)F)cc2)cc1CO, ClC(Cl)Cl, O=S(Cl)Cl. Product: Cn1nc(-c2ccc(C(F)(F)F)cc2)cc1CCl. RXN SMILES: [CH3:1][n:2]1[n:3][c:4](-[c:9]2[cH:10][cH:11][c:12]([C:15]([F:16])([F:17])[F:18])[cH:13][cH:14]2)[cH:5][c:6]1[CH2:7][OH:8].[CH:23]([Cl:24])([Cl:25])[Cl:26].[S:19]([Cl:20])([Cl:21])=[O:22]>>[CH3:1][n:2]1[n:3][c:4](-[c:9]2[cH:10][cH:11][c:12]([C:15]([F:16])([F:17])[F:18])[cH:13][cH:14]2)[cH:5][c:6]1[CH2:7][Cl:21]. Reactants: [Li]CCCC, COc1ccc(-c2ccsc2-c2ccc(OC)cc2)cc1, C[Si](C)(C)Cl, Cc1ccccc1, CCOCC. Yields the product COc1ccc(-c2cc([Si](C)(C)C)sc2-c2ccc(OC)cc2)cc1. RXN SMILES: [CH2:22]([Li:23])[CH2:24][CH2:25][CH3:26].[CH3:1][O:2][c:3]1[cH:4][cH:5][c:6](-[c:9]2[s:10][cH:11][cH:12][c:13]2-[c:14]2[cH:15][cH:16][c:17]([O:20][CH3:21])[cH:18][cH:19]2)[cH:7][cH:8]1.[CH3:27][Si:28]([CH3:29])([CH3:30])[Cl:31].[CH3:32][c:33]1[cH:34][cH:35][cH:36][cH:37][cH:38]1.[CH3:39][CH2:40][O:41][CH2:42][CH3:43]>>[CH3:1][O:2][c:3]1[cH:4][cH:5][c:6](-[c:9]2[s:10][c:11]([Si:28]([CH3:27])([CH3:29])[CH3:30])[cH:12][c:13]2-[c:14]2[cH:15][cH:16][c:17]([O:20][CH3:21])[cH:18][cH:19]2)[cH:7][cH:8]1. Reactants: C(C)NCC (diethylamine), ClCCOCC(O)C1=CC2=C(SC=C2)C=C1F (2-(2-chloroethoxy)-1-(6-fluorobenzo[b]thiophen-5-yl)ethanol), C(C)NCC (diethylamine), [I-].[K+] (potassium iodide), Cl (hydrochloric acid), Cl.C(C)O (hydrochloric acid ethanol). The solvent is C(C)O (ethanol), C(C)O (ethanol), O (water), C(C)(=O)OCC (ethyl acetate), C(C)OCC (diethyl ether). Reaction conditions: time 1 hour. Yields the product Cl.C(C)N(CC)CCOCC(O)C1=CC2=C(SC=C2)C=C1F (2-[2-(N,N-diethylamino)-ethoxy]-1-(6-fluorobenzo[b]thiophen-5-yl)ethanol hydrochloride). RXN SMILES: [Cl:1][CH2:2][CH2:3][O:4][CH2:5][CH:6]([C:8]1[C:16]([F:17])=[CH:15][C:11]2[S:12][CH:13]=[CH:14][C:10]=2[CH:9]=1)[OH:7].[CH2:18]([NH:20][CH2:21][CH3:22])[CH3:19].[I-].[K+].Cl.Cl.C(O)C>C(O)C.C(OCC)C.O.C(OCC)(=O)C>[ClH:1].[CH2:18]([N:20]([CH2:2][CH2:3][O:4][CH2:5][CH:6]([C:8]1[C:16]([F:17])=[CH:15][C:11]2[S:12][CH:13]=[CH:14][C:10]=2[CH:9]=1)[OH:7])[CH2:21][CH3:22])[CH3:19] |f:2.3,5.6,11.12|. Reported procedure: A mixture of 0.61 g of 2-(2-chloroethoxy)-1-(6-fluorobenzo[b]thiophen-5-yl)ethanol, 3 ml of 50% aqueous diethylamine solution, 0.45 mg of potassium iodide and 20 ml of ethanol is refluxed for three hours. Subsequently, 3 ml of 50% aqueous diethylamine solution is added to the thus refluxed reaction mixture, and the resulting reaction mixture is further refluxed for three hours. The solvent is removed from the thus refluxed mixture by distillation under reduced pressure. To the residue obtained a... Reactants: CC[N+](CC)(CC)S(=O)(=O)N=C([O-])OC (Burgess reagent), C1(CCCC1)C=1C=C(C(=O)NN)C=C(N1)OC (2-cyclopentyl-6-methoxy-isonicotinic acid hydrazide), C(C1=CC=CC=C1)OC1=C(C=C(C(=O)O)C=C1C)CC (4-benzyloxy-3-ethyl-5-methyl-benzoic acid), CCN(C(C)C)C(C)C (DIPEA), CN(C)C(=[N+](C)C)ON1C2=C(C=CC=C2)N=N1.[B-](F)(F)(F)F (TBTU). The solvent is CC(OCC)=O (EA), O (water), C(Cl)Cl (DCM), CC(OCC)=O (EA). Reaction conditions: time 1 hour. Product: C(C1=CC=CC=C1)OC1=C(C=C(C=C1C)C1=NN=C(O1)C1=CC(=NC(=C1)OC)C1CCCC1)CC (4-[5-(4-benzyloxy-3-ethyl-5-methyl-phenyl)-[1,3,4]oxadiazol-2-yl]-2-cyclopentyl-6-methoxy-pyridine). The yield is 43.2%. As a reaction SMILES: [CH:1]1([C:6]2[CH:7]=[C:8]([CH:13]=[C:14]([O:16][CH3:17])[N:15]=2)[C:9]([NH:11][NH2:12])=[O:10])[CH2:5][CH2:4][CH2:3][CH2:2]1.[CH2:18]([O:25][C:26]1[C:34]([CH3:35])=[CH:33][C:29]([C:30](O)=O)=[CH:28][C:27]=1[CH2:36][CH3:37])[C:19]1[CH:24]=[CH:23][CH:22]=[CH:21][CH:20]=1.CCN(C(C)C)C(C)C.CN(C(ON1N=NC2C=CC=CC1=2)=[N+](C)C)C.[B-](F)(F)(F)F.CC[N+](S(N=C(OC)[O-])(=O)=O)(CC)CC>C(Cl)Cl.CC(=O)OCC.O>[CH2:18]([O:25][C:26]1[C:34]([CH3:35])=[CH:33][C:29]([C:30]2[O:10][C:9]([C:8]3[CH:13]=[C:14]([O:16][CH3:17])[N:15]=[C:6]([CH:1]4[CH2:2][CH2:3][CH2:4][CH2:5]4)[CH:7]=3)=[N:11][N:12]=2)=[CH:28][C:27]=1[CH2:36][CH3:37])[C:19]1[CH:24]=[CH:23][CH:22]=[CH:21][CH:20]=1 |f:3.4|. Procedure: A solution of 2-cyclopentyl-6-methoxy-isonicotinic acid hydrazide (870 mg, 3.70 mmol), 4-benzyloxy-3-ethyl-5-methyl-benzoic acid (1.00 g, 3.70 mmol) and DIPEA (1.44 g, 11.1 mmol) in DCM (30 mL), TBTU (1.43 g, 4.44 mmol) is added. The mixture is stirred at rt for 1 h before diluted with EA (150 mL) and water (50 mL). The org. phase is separated, washed with sat. aq. NaHCO3 solution (50 mL) followed by brine (50 mL), dried over MgSO4, filtered and concentrated. The remaining pale yellow oil is dis... Reactants: OC=1C(=C2CC[C@](OC2=C(C1C)C)(CO)C)C ((S)-(+)-6-hydroxy-2,5,7,8-tetramethylchroman-2-methanol), CN(C)C=O (DMF), C(=O)([O-])[O-].[K+].[K+] (K2CO3), C(C1=CC=CC=C1)Cl (benzyl chloride). Run in CCOCC (ether), O (H2O). Product: C(C1=CC=CC=C1)OC=1C(=C2CC[C@](OC2=C(C1C)C)(CO)C)C ((S)-(-)-6-benzyloxy-2,5,7,8-tetramethylchroman-2-methanol). Reaction SMILES: [OH:1][C:2]1[C:3]([CH3:17])=[C:4]2[C:9](=[C:10]([CH3:13])[C:11]=1[CH3:12])[O:8][C@:7]([CH3:16])([CH2:14][OH:15])[CH2:6][CH2:5]2.C([O-])([O-])=O.[K+].[K+].[CH2:24](Cl)[C:25]1[CH:30]=[CH:29][CH:28]=[CH:27][CH:26]=1.CN(C=O)C>CCOCC.O>[CH2:24]([O:1][C:2]1[C:3]([CH3:17])=[C:4]2[C:9](=[C:10]([CH3:13])[C:11]=1[CH3:12])[O:8][C@:7]([CH3:16])([CH2:14][OH:15])[CH2:6][CH2:5]2)[C:25]1[CH:30]=[CH:29][CH:28]=[CH:27][CH:26]=1 |f:1.2.3|. Reported procedure: A mixture of 0.55 g. (2.33 mmol) of (S)-(+)-6-hydroxy-2,5,7,8-tetramethylchroman-2-methanol, 790 mg. (5.72 mmol) of anhydrous K2CO3, 0.68 ml. (748 mg; 5.93 mmol) of benzyl chloride (distilled from and stored over K2CO3) and 4.5 ml. of DMF was stirred for 22 hrs. at room temperature then poured into H2O and worked up with ether in the usual manner. There was obtained 0.89 g. of a yellow oily product which was chromatographed on silica gel (35 g.). Elution with 19:1 and 9:1 benzene-ethyl acetate g...